Dataset: the Open Reaction Database (ORD), a public repository of structured organic reaction records. Task: describe an organic reaction: reactants, conditions, products, and yield Starting materials: CC1(C(C2=CC=CC(=C2CC1)OC)=O)C(=O)OC (2-methyl-2-methoxycarbonyl-5-methoxy-1-oxo-1,2,3,4-tetrahydronaphthalene), C(C)[SiH](CC)CC (triethylsilane), C(C)(=O)OCC (ethyl acetate), O (water). Run in FC(C(=O)O)(F)F (trifluoroacetic acid). Conditions: time 6 hour. Product: CC1(CC2=CC=CC(=C2CC1)OC)C(=O)OC (2-methyl-2-methoxycarbonyl-5-methoxy-1,2,3,4-tetrahydronaphthalene). The yield is 211.9%. RXN SMILES: [CH3:1][C:2]1([C:15]([O:17][CH3:18])=[O:16])[CH2:11][CH2:10][C:9]2[C:4](=[CH:5][CH:6]=[CH:7][C:8]=2[O:12][CH3:13])[C:3]1=O.C([SiH](CC)CC)C.C(OCC)(=O)C.O>FC(F)(F)C(O)=O>[CH3:1][C:2]1([C:15]([O:17][CH3:18])=[O:16])[CH2:11][CH2:10][C:9]2[C:4](=[CH:5][CH:6]=[CH:7][C:8]=2[O:12][CH3:13])[CH2:3]1. Procedure: To a solution of 2-methyl-2-methoxycarbonyl-5-methoxy-1-oxo-1,2,3,4-tetrahydronaphthalene (2.0 g) in trifluoroacetic acid (20 ml) was added triethylsilane (2.0 ml) at room temperature. After being stirred for 6 hours at room temperature, the solution was poured into a mixture of ethyl acetate and water. The organic layer was washed with 1N--HCl solution, sat. NaHCO3, and brine, dried over MgSO4, and evaporated in vacuo. The residue was purified by chromatography on silica gel to afford 2-methyl-... The reactants are CN(C=1C=C(C=C2C=C(NC12)C=1SC(CN1)CN1CCSCC1)OCC(=O)OCC)S(=O)(=O)C1=NC=CC=C1 (ethyl ({7-[methyl(pyridin-2-ylsulfonyl)amino]-2-[5-(thiomorpholinomethyl)-4,5-dihydro-1,3-thiazol-2-yl]-1H-indol-5-yl}oxy)acetate), [BH4-].[Li+] (lithium borohydride), C(O)([O-])=O.[Na+] (sodium hydrogencarbonate), Cl (Hydrochloric acid). Solvent: O1CCCC1 (tetrahydrofuran). Run at time 3 day. The product is OCCOC=1C=C2C=C(NC2=C(C1)N(S(=O)(=O)C1=NC=CC=C1)C)C=1SC(CN1)CN1CCSCC1 (N-{5-(2-hydroxyethoxy)-2-[5-(thiomorpholinomethyl)-4,5-dihydro-1,3-thiazol-2-yl]-1H-indol-7-yl}-N-methylpyridine-2-sulfonamide). Isolated yield 55.2%. As a reaction SMILES: [CH3:1][N:2]([S:31]([C:34]1[CH:39]=[CH:38][CH:37]=[CH:36][N:35]=1)(=[O:33])=[O:32])[C:3]1[CH:4]=[C:5]([O:24][CH2:25][C:26](OCC)=[O:27])[CH:6]=[C:7]2[C:11]=1[NH:10][C:9]([C:12]1[S:13][CH:14]([CH2:17][N:18]3[CH2:23][CH2:22][S:21][CH2:20][CH2:19]3)[CH2:15][N:16]=1)=[CH:8]2.[BH4-].[Li+].Cl.C(=O)([O-])O.[Na+]>O1CCCC1>[OH:27][CH2:26][CH2:25][O:24][C:5]1[CH:6]=[C:7]2[C:11](=[C:3]([N:2]([CH3:1])[S:31]([C:34]3[CH:39]=[CH:38][CH:37]=[CH:36][N:35]=3)(=[O:32])=[O:33])[CH:4]=1)[NH:10][C:9]([C:12]1[S:13][CH:14]([CH2:17][N:18]3[CH2:23][CH2:22][S:21][CH2:20][CH2:19]3)[CH2:15][N:16]=1)=[CH:8]2 |f:1.2,4.5|. Reported procedure: To a solution of ethyl ({7-[methyl(pyridin-2-ylsulfonyl)amino]-2-[5-(thiomorpholinomethyl)-4,5-dihydro-1,3-thiazol-2-yl]-1H-indol-5-yl}oxy)acetate (400 mg) in tetrahydrofuran (5 mL) was added lithium borohydride (18 mg) under ice-cooling, and the mixture was stirred at room temperature for 3 days. 1N Hydrochloric acid was added under ice-cooling, and the mixture was basified with saturated aqueous sodium hydrogencarbonate, and extracted with ethyl acetate. The organic layer was washed with water... Reactants: NC1=C(C(=NC(=C1)C(=C)OCC)C(=O)OC)OC (methyl 4-amino-6-(1-ethoxyvinyl)-3-methoxypicolinate), solution, Cl (hydrochloric acid). Solvent: C1CCOC1 (THF). Conditions: time 8 hour. The product is C(C)(=O)C1=CC(=C(C(=N1)C(=O)OC)OC)N (methyl 6-acetyl-4-amino-3-methoxypicolinate). Yield: 103.8%. RXN SMILES: [NH2:1][C:2]1[CH:7]=[C:6]([C:8]([O:10]CC)=[CH2:9])[N:5]=[C:4]([C:13]([O:15][CH3:16])=[O:14])[C:3]=1[O:17][CH3:18].Cl>C1COCC1>[C:8]([C:6]1[N:5]=[C:4]([C:13]([O:15][CH3:16])=[O:14])[C:3]([O:17][CH3:18])=[C:2]([NH2:1])[CH:7]=1)(=[O:10])[CH3:9]. Reported procedure: To a solution of methyl 4-amino-6-(1-ethoxyvinyl)-3-methoxypicolinate (1.68 g, 6.66 mmol) in THF (44.4 ml) was added a 2 N solution of hydrochloric acid (6.66 ml, 13.32 mmol). The milky solution was stirred at room temperature overnight. The clear yellow reaction mixture was concentrated. The residue was poured into saturated NaHCO3 and extracted with EtOAc (3×). The combined organic layers were dried over MgSO4, filtered, concentrated and dried in vacuo to afford methyl 6-acetyl-4-amino-3-metho... Reactants: N=C(NNC(=O)C1CC1)C1=CC(=C(C=C1)C)I (N′-(imino(3-iodo-4-methylphenyl)methyl)cyclopropanecarbohydrazide). The solvent is P(=O)(Cl)(Cl)Cl (phosphorus oxychloride). Reaction conditions: time 14 hour. The product is C1(CC1)C1=NN=C(N1)C1=CC(=C(C=C1)C)I (3-Cyclopropyl-5-(3-iodo-4-methylphenyl)-4H-1,2,4-triazole). Isolated yield 19.6%. As a reaction SMILES: [NH:1]=[C:2]([C:10]1[CH:15]=[CH:14][C:13]([CH3:16])=[C:12]([I:17])[CH:11]=1)[NH:3][NH:4][C:5]([CH:7]1[CH2:9][CH2:8]1)=O>P(Cl)(Cl)(Cl)=O>[CH:7]1([C:5]2[NH:1][C:2]([C:10]3[CH:15]=[CH:14][C:13]([CH3:16])=[C:12]([I:17])[CH:11]=3)=[N:3][N:4]=2)[CH2:9][CH2:8]1. Reported procedure: A solution of N′-(imino(3-iodo-4-methylphenyl)methyl)cyclopropanecarbohydrazide (preparation 51c, 0.76 g, 2.2 mmol) in phosphorus oxychloride (10 mL) was heated in a sealed tube at 110° C. with stirring. After 14 hours, the mixture was cooled and concentrated in vacuo. Ethyl acetate and saturated aqueous sodium hydrogen carbonate solution were added to the residue. The organic layer was dried (MgSO4) and evaporated in vacuo. The residue was purified by flash chromatography (2:1 hexanes/ethyl ace... Starting materials: Nc1ccccc1Cl, Cl, [Na+], [Na+], [Na+], O=[N+]([O-])[O-], O=C([O-])[O-], O, c1c[nH]cn1. Product: Clc1ccccc1N=Nc1ncc[nH]1. As a reaction SMILES: [Cl:2][c:3]1[c:4]([NH2:5])[cH:6][cH:7][cH:8][cH:9]1.[ClH:1].[Na+:10].[Na+:20].[Na+:21].[O-:11][N+:12](=[O:13])[O-:14].[O-:22][C:23](=[O:24])[O-:25].[OH2:26].[nH:15]1[cH:16][n:17][cH:18][cH:19]1>>[Cl:2][c:3]1[c:4]([N:5]=[N:12][c:16]2[nH:15][cH:19][cH:18][n:17]2)[cH:6][cH:7][cH:8][cH:9]1.